The task is: describe an organic reaction: reactants, conditions, products, and yield. This data is from the Open Reaction Database (ORD), a public repository of structured organic reaction records. Reactants: C1CNCCN1, CO, O=CO, Cl, c1ccc(Oc2cnccc2N2CCCNCC2)cc1, C1CNCCNC1. Yields the product CN1CCCN(c2ccncc2Oc2ccccc2)CC1. As a reaction SMILES: [CH2:8]1[NH:9][CH2:10][CH2:11][NH:12][CH2:13]1.[CH3:35][OH:36].[CH:37]([OH:38])=[O:39].[ClH:34].[N:14]1([c:21]2[c:22]([O:27][c:28]3[cH:29][cH:30][cH:31][cH:32][cH:33]3)[cH:23][n:24][cH:25][cH:26]2)[CH2:15][CH2:16][NH:17][CH2:18][CH2:19][CH2:20]1.[NH:1]1[CH2:2][CH2:7][NH:6][CH2:5][CH2:4][CH2:3]1>>[CH3:2][N:17]1[CH2:16][CH2:15][N:14]([c:21]2[c:22]([O:27][c:28]3[cH:29][cH:30][cH:31][cH:32][cH:33]3)[cH:23][n:24][cH:25][cH:26]2)[CH2:20][CH2:19][CH2:18]1.